From a dataset of the Open Reaction Database (ORD), a public repository of structured organic reaction records. describe an organic reaction: reactants, conditions, products, and yield Starting materials: C(C)(=O)OCC (ethyl acetate), C([O-])([O-])=O.[K+].[K+] (Potassium carbonate), COC1=CC=C(C=C1)N1N=C(N=C1C1=CC=C(C=C1)OC)O (1,5-bis(4-methoxyphenyl)-1H-1,2,4-triazol-3-ol), FC(CI)(F)F (2,2,2-trifluoroethyl iodide). The solvent is O (water), CN(C=O)C (dimethylformamide). Conditions: temperature 100 celsius, time 10 minute. The product is COC1=CC=C(C=C1)N1N=C(N=C1C1=CC=C(C=C1)OC)OCC(F)(F)F (1,5-bis(4-methoxyphenyl)-3-(2,2,2-trifluoroethoxy)-1H-1,2,4-triazole). The yield is 53.5%. As a reaction SMILES: C(=O)([O-])[O-].[K+].[K+].[CH3:7][O:8][C:9]1[CH:14]=[CH:13][C:12]([N:15]2[C:19]([C:20]3[CH:25]=[CH:24][C:23]([O:26][CH3:27])=[CH:22][CH:21]=3)=[N:18][C:17]([OH:28])=[N:16]2)=[CH:11][CH:10]=1.[F:29][C:30]([F:34])([F:33])[CH2:31]I.C(OCC)(=O)C>CN(C)C=O.O>[CH3:7][O:8][C:9]1[CH:10]=[CH:11][C:12]([N:15]2[C:19]([C:20]3[CH:25]=[CH:24][C:23]([O:26][CH3:27])=[CH:22][CH:21]=3)=[N:18][C:17]([O:28][CH2:31][C:30]([F:34])([F:33])[F:29])=[N:16]2)=[CH:13][CH:14]=1 |f:0.1.2|. Procedure details: Potassium carbonate (697 mg, 5.05 mmol) was added to a solution of 1,5-bis(4-methoxyphenyl)-1H-1,2,4-triazol-3-ol (0.3 g, 1.01 mmol) in dimethylformamide (3 mL). After 10 minute stirring, 2,2,2-trifluoroethyl iodide (0.497 mL, 5.05 mmol) was added to the mixture and the mixture was heated at 100° C. for 3 hours. After cooling, 100 mL of ethyl acetate and 20 mL of water were poured into the mixture. The organic layer was separated, washed with water and brine, and dried over magnesium sulfate. Th... Starting materials: [H-].[Na+] (sodium hydride), CN(C=O)C (N,N-dimethylformamide), BrC1=NC(=CC=C1)N1C[C@H]([C@@H](C1)OCCOS(=O)(=O)C)O (2-bromo-6-[(3R,4R)-3-hydroxy-4-(2-methanesulfonyloxyethyl)oxypyrrolidine-1-yl]pyridine), [H-].[Na+] (sodium hydride). The solvent is O (water). Yields the product BrC1=NC(=CC=C1)N1C[C@@H]2[C@@H](C1)OCCO2 (2-Bromo-6-[(3R,4R)-3,4-ethylenedioxypyrrolidine-1-yl]pyridine). RXN SMILES: [H-].[Na+].CN(C)C=O.[Br:8][C:9]1[CH:14]=[CH:13][CH:12]=[C:11]([N:15]2[CH2:19][C@@H:18]([O:20][CH2:21][CH2:22]OS(C)(=O)=O)[C@H:17]([OH:28])[CH2:16]2)[N:10]=1>O>[Br:8][C:9]1[CH:14]=[CH:13][CH:12]=[C:11]([N:15]2[CH2:16][C@H:17]3[O:28][CH2:22][CH2:21][O:20][C@@H:18]3[CH2:19]2)[N:10]=1 |f:0.1|. Reported procedure: 1.49 g of 60% oily sodium hydride was added little by little to a solution of 150 ml of N,N-dimethylformamide containing 11.82 g of 2-bromo-6-[(3R,4R)-3-hydroxy-4-(2-methanesulfonyloxyethyl)oxypyrrolidine-1-yl]pyridine under stirring in an ice bath. Then, after stirring at room temperature for one hour, 372 mg of 60% oily sodium hydride was added thereto. After stirred for further 45 minutes, the reaction mixture was poured into water and extracted twice with ethyl acetate. The organic phase was...